describe an organic reaction: reactants, conditions, products, and yield From a dataset of the Open Reaction Database (ORD), a public repository of structured organic reaction records. Reactants: CO (methanol), dianilinodihydroterephthalic acids, [Na][Na] (disodium), COC(=O)C1CC(=O)C(CC1=O)C(=O)OC (dimethyl succinylosuccinate). The product is C(CCC(=O)OC)(=O)OC (dimethyl succinate), C[O-].[Na+] (sodium methylate). As a reaction SMILES: [Na:1][Na].[CH3:3][O:4]C(C1[C:13](=[O:14])[CH2:12][CH:11]([C:15]([O:17][CH3:18])=[O:16])C(=O)C1)=O.[CH3:19][OH:20]>>[C:15]([O:17][CH3:18])(=[O:16])[CH2:11][CH2:12][C:13]([O:20][CH3:19])=[O:14].[CH3:3][O-:4].[Na+:1] |f:4.5|. Procedure details: or dianilinodihydroterephthalic acids or the salts thereof, is characterised in that the suspension of the disodium salt of dimethyl succinylosuccinate, which suspension is obtained by condensation of dimethyl succinate in a 35-45 percent by weight solution of sodium methylate in methanol, is acidified, and the liberated dimethyl succinylosuccinate is condensed with at least 2 mols of a compound of the formula ##STR3## in which Reactants: C(C1=CC=CC=C1)N (benzylamine), ClC=1C2=C(N=C(N1)C1=NC=CN=C1)SC(=C2)CC (4-chloro-2-(pyrazin-2-yl)-6-ethyl-thieno-[2,3-d]-pyrimidine). The product is N1=C(C=NC=C1)C=1N=C(C2=C(N1)SC(=C2)CC)NCC2=CC=CC=C2 (2-(pyrazin-2-yl)-4-benzylamino-6-ethyl-thieno-[2,3-d]-pyrimidine). Reaction SMILES: [CH2:1]([NH2:8])[C:2]1[CH:7]=[CH:6][CH:5]=[CH:4][CH:3]=1.Cl[C:10]1[C:11]2[CH:24]=[C:23]([CH2:25][CH3:26])[S:22][C:12]=2[N:13]=[C:14]([C:16]2[CH:21]=[N:20][CH:19]=[CH:18][N:17]=2)[N:15]=1>>[N:17]1[CH:18]=[CH:19][N:20]=[CH:21][C:16]=1[C:14]1[N:15]=[C:10]([NH:8][CH2:1][C:2]2[CH:7]=[CH:6][CH:5]=[CH:4][CH:3]=2)[C:11]2[CH:24]=[C:23]([CH2:25][CH3:26])[S:22][C:12]=2[N:13]=1. Procedure: With the procedure of Example 1, the reaction of benzylamine with 4-chloro-2-(pyrazin-2-yl)-6-ethyl-thieno-[2,3-d]-pyrimidine yields 2-(pyrazin-2-yl)-4-benzylamino-6-ethyl-thieno-[2,3-d]-pyrimidine. Starting materials: C1COCCO1, CCOC(C)=O, CC(C)(C)OC(=O)CNC(=O)C1=C(O)c2cc(Cl)ccc2C(C)(C)C1=O, [K+], [K+], O=C([O-])[O-], O=C(C=Cc1ccccc1)C=Cc1ccccc1, O=C(C=Cc1ccccc1)C=Cc1ccccc1, O=C(C=Cc1ccccc1)C=Cc1ccccc1, O, [Pd], [Pd], Cc1ccccc1B(O)O. The product is Cc1ccccc1-c1ccc2c(c1)C(O)=C(C(=O)NCC(=O)OC(C)(C)C)C(=O)C2(C)C. RXN SMILES: [CH2:106]1[O:107][CH2:108][CH2:109][O:110][CH2:111]1.[CH3:44][CH2:45][O:46][C:47]([CH3:48])=[O:49].[Cl:1][c:2]1[cH:3][c:4]2[c:9]([cH:10][cH:11]1)[C:8]([CH3:12])([CH3:13])[C:7](=[O:14])[C:6]([C:15](=[O:16])[NH:17][CH2:18][C:19](=[O:20])[O:21][C:22]([CH3:23])([CH3:24])[CH3:25])=[C:5]2[OH:26].[K+:37].[K+:38].[O-:39][C:40]([O-:41])=[O:42].[O:52]=[C:53]([CH:54]=[CH:55][c:56]1[cH:57][cH:58][cH:59][cH:60][cH:61]1)[CH:62]=[CH:63][c:64]1[cH:65][cH:66][cH:67][cH:68][cH:69]1.[O:70]=[C:71]([CH:72]=[CH:73][c:74]1[cH:75][cH:76][cH:77][cH:78][cH:79]1)[CH:80]=[CH:81][c:82]1[cH:83][cH:84][cH:85][cH:86][cH:87]1.[O:88]=[C:89]([CH:90]=[CH:91][c:92]1[cH:93][cH:94][cH:95][cH:96][cH:97]1)[CH:98]=[CH:99][c:100]1[cH:101][cH:102][cH:103][cH:104][cH:105]1.[OH2:43].[Pd:50].[Pd:51].[c:27]1([CH3:36])[c:28]([B:33]([OH:34])[OH:35])[cH:29][cH:30][cH:31][cH:32]1>>[c:2]1(-[c:28]2[c:27]([CH3:36])[cH:32][cH:31][cH:30][cH:29]2)[cH:3][c:4]2[c:9]([cH:10][cH:11]1)[C:8]([CH3:12])([CH3:13])[C:7](=[O:14])[C:6]([C:15](=[O:16])[NH:17][CH2:18][C:19](=[O:20])[O:21][C:22]([CH3:23])([CH3:24])[CH3:25])=[C:5]2[OH:26]. Starting materials: ( 21.3 ), C1=CC=CC=C1 (benzene), ClCC(=O)Cl (chloroacetyl chloride), C1=CC=CC=C1 (benzene), C1(=CC=CC=C1)C1OCC(N1)(C)C (2-phenyl-4,4-dimethyl oxazolidine). Run in C(C)N(CC)CC (triethylamine). Run at time 30 minute. The product is C1(=CC=CC=C1)C1OCC(N1C(CCl)=O)(C)C (2-phenyl-3-chloroacetyl-4,4-dimethyl oxazolidine). RXN SMILES: C1C=CC=CC=1.[C:7]1([CH:13]2[NH:17][C:16]([CH3:19])([CH3:18])[CH2:15][O:14]2)[CH:12]=[CH:11][CH:10]=[CH:9][CH:8]=1.[Cl:20][CH2:21][C:22](Cl)=[O:23]>C(N(CC)CC)C>[C:7]1([CH:13]2[N:17]([C:22](=[O:23])[CH2:21][Cl:20])[C:16]([CH3:19])([CH3:18])[CH2:15][O:14]2)[CH:8]=[CH:9][CH:10]=[CH:11][CH:12]=1. Reported procedure: Twenty-one and three tenths (21.3) ml. of a benzene solution containing 5.3 g. of 2-phenyl-4,4-dimethyl oxazolidine was mixed with 50 ml. of benzene and 3.4 g. of chloroacetyl chloride. To this solution was added 3.1 g. of triethylamine, dropwise with stirring in an ice bath. The mixture was stirred for about 30 minutes after addition was complete and then washed with water, separated and dried over magnesium sulfate and the solvent stripped. There was obtained a yield of 6.5 g. of an oil, the t... The reactants are C1(=CC=CC=C1)S(=O)(=O)N1C(=CC=2C1=NC=CC2)C(CC2OCCCC2)O (1-(1-benzenesulfonyl-1H-pyrrolo[2,3-b]pyridin-2-yl)-2-(tetrahydro-pyran-2-yl)-ethanol), CC(=O)OI1(C=2C=CC=CC2C(=O)O1)(OC(=O)C)OC(=O)C (Dess-Martin periodinane). The solvent is ClCCl (dichloromethane). Conditions: temperature 25 celsius, time 1 hour. The product is C1(=CC=CC=C1)S(=O)(=O)N1C(=CC=2C1=NC=CC2)C(CC2OCCCC2)=O (1-(1-benzenesulfonyl-1H-pyrrolo[2,3-b]pyridin-2-yl)-2-(tetrahydro-pyran-2-yl)-ethanone). The yield is 84.0%. Reaction SMILES: [C:1]1([S:7]([N:10]2[C:14]3=[N:15][CH:16]=[CH:17][CH:18]=[C:13]3[CH:12]=[C:11]2[CH:19]([OH:27])[CH2:20][CH:21]2[CH2:26][CH2:25][CH2:24][CH2:23][O:22]2)(=[O:9])=[O:8])[CH:6]=[CH:5][CH:4]=[CH:3][CH:2]=1.CC(OI1(OC(C)=O)(OC(C)=O)OC(=O)C2C=CC=CC1=2)=O>ClCCl>[C:1]1([S:7]([N:10]2[C:14]3=[N:15][CH:16]=[CH:17][CH:18]=[C:13]3[CH:12]=[C:11]2[C:19](=[O:27])[CH2:20][CH:21]2[CH2:26][CH2:25][CH2:24][CH2:23][O:22]2)(=[O:9])=[O:8])[CH:2]=[CH:3][CH:4]=[CH:5][CH:6]=1. Procedure: To a solution of 1-(1-benzenesulfonyl-1H-pyrrolo[2,3-b]pyridin-2-yl)-2-(tetrahydro-pyran-2-yl)-ethanol (2.5 g, 6.5 mmol) in dichloromethane (100 mL) at 25° C. was added Dess-Martin periodinane (9.6 g, 23 mmol). The reaction mixture was stirred at 25° C. for 1 h and then quenched with a saturated aqueous sodium bicarbonate solution (100 mL). The mixture was extracted with dichloromethane (50 mL), washed with a saturated aqueous sodium bicarbonate solution (3×100 mL), brine, dried over anhydrous s...